Dataset: the Open Reaction Database (ORD), a public repository of structured organic reaction records. Task: describe an organic reaction: reactants, conditions, products, and yield Starting materials: NN (hydrazine), C(C)(C)(C)C(=O)CC#N (cyanomethyl tert.-butyl ketone). Run in C(C)O (ethanol). Product: CC(C)(C)C1=NNC(=C1)N (3-(1,1-dimethylethyl)-5-amino-1H-pyrazole). As a reaction SMILES: [C:1]([C:5]([CH2:7][C:8]#[N:9])=O)([CH3:4])([CH3:3])[CH3:2].[NH2:10][NH2:11]>C(O)C>[CH3:2][C:1]([C:5]1[CH:7]=[C:8]([NH2:9])[NH:11][N:10]=1)([CH3:4])[CH3:3]. Procedure: The ketone thus formed was dissolved in 150 ml of ethanol containing 32 g of hydrazine. The reaction mixture was heated at reflux for twelve hours, and then cooled to room temperature. Removal of the solvent by evaporation under reduced pressure provided a solid residue, which when triturated with 250 ml of petroleum ether, filtered and air dried, was identified as 12.5 g of 3-tert.-butyl-5-amino-1H-pyrazole. The reactants are O (Water), ClC1=NC(=C(C=C1Cl)Cl)OCC1CCOCC1 (2,3,5-trichloro-6-(tetrahydro-2H-pyran-4-ylmethoxy)pyridine), C(C1=CC=CC=C1)OC1=C(C(=NC2=CC=CC=C12)CO)C ([4-(benzyloxy)-3-methylquinolin-2-yl]methanol), [H-].[Na+] (sodium hydride). Run in CN(C)C=O (DMF). Conditions: time 3 hour. The product is C(C1=CC=CC=C1)OC1=C(C(=NC2=CC=CC=C12)COC1=NC(=C(C=C1Cl)Cl)OCC1CCOCC1)C (4-(benzyloxy)-2-({[3,5-dichloro-6-(tetrahydro-2H-pyran-4-ylmethoxy)pyridin-2-yl]oxy}methyl)-3-methylquinoline). Yield: 64.2%. RXN SMILES: Cl[C:2]1[C:7]([Cl:8])=[CH:6][C:5]([Cl:9])=[C:4]([O:10][CH2:11][CH:12]2[CH2:17][CH2:16][O:15][CH2:14][CH2:13]2)[N:3]=1.[CH2:18]([O:25][C:26]1[C:35]2[C:30](=[CH:31][CH:32]=[CH:33][CH:34]=2)[N:29]=[C:28]([CH2:36][OH:37])[C:27]=1[CH3:38])[C:19]1[CH:24]=[CH:23][CH:22]=[CH:21][CH:20]=1.[H-].[Na+].O>CN(C=O)C>[CH2:18]([O:25][C:26]1[C:35]2[C:30](=[CH:31][CH:32]=[CH:33][CH:34]=2)[N:29]=[C:28]([CH2:36][O:37][C:2]2[C:7]([Cl:8])=[CH:6][C:5]([Cl:9])=[C:4]([O:10][CH2:11][CH:12]3[CH2:17][CH2:16][O:15][CH2:14][CH2:13]3)[N:3]=2)[C:27]=1[CH3:38])[C:19]1[CH:20]=[CH:21][CH:22]=[CH:23][CH:24]=1 |f:2.3|. Reported procedure: 2,3,5-trichloro-6-(tetrahydro-2H-pyran-4-ylmethoxy)pyridine (214 mg) and [4-(benzyloxy)-3-methylquinolin-2-yl]methanol (222 mg) were dissolved in DMF (5 mL), and 60% sodium hydride (40 mg) was added thereto, followed by stirring at room temperature for 3 hours. Water (30 mL) was added to the reaction mixture, followed by extraction with ethyl acetate (80 mL). The organic layer was washed sequentially with water and saturated brine, and then dried over anhydrous magnesium sulfate. The solvent was... Procedure details: 16.5 g of 3-aminopropanol and 41.7 g of 1-benzyl-4-piperidone are dissolved in 350 ml of methylene chloride and 56 g of sodium triacetoxy-borohydride are slowly added at about 10° C. The mixture is stirred overnight at ambient temperature, then acidified with dilute hydrochloric acid while cooling and then made alkaline with conc. sodium hydroxide solution. The organic phase is separated off, the aqueous phase is washed once more with 150 ml of methylene chloride. The combined organic phases are... Product: C(C1=CC=CC=C1)N1CCC(CC1)NCCCO (1-benzyl-4-(3-hydroxy-propylamino)-piperidine). RXN SMILES: [NH2:1][CH2:2][CH2:3][CH2:4][OH:5].[CH2:6]([N:13]1[CH2:18][CH2:17][C:16](=O)[CH2:15][CH2:14]1)[C:7]1[CH:12]=[CH:11][CH:10]=[CH:9][CH:8]=1.C(O[BH-](OC(=O)C)OC(=O)C)(=O)C.[Na+].Cl.[OH-].[Na+]>C(Cl)Cl>[CH2:6]([N:13]1[CH2:18][CH2:17][CH:16]([NH:1][CH2:2][CH2:3][CH2:4][OH:5])[CH2:15][CH2:14]1)[C:7]1[CH:12]=[CH:11][CH:10]=[CH:9][CH:8]=1 |f:2.3,5.6|. The solvent is C(Cl)Cl (methylene chloride). Run at time 8 hour. Reactants: Cl (hydrochloric acid), [OH-].[Na+] (sodium hydroxide), NCCCO (3-aminopropanol), C(C1=CC=CC=C1)N1CCC(CC1)=O (1-benzyl-4-piperidone), C(C)(=O)O[BH-](OC(C)=O)OC(C)=O.[Na+] (sodium triacetoxy-borohydride). Yield: 58.7%.